The task is: describe an organic reaction: reactants, conditions, products, and yield. This data is from the Open Reaction Database (ORD), a public repository of structured organic reaction records. Reported procedure: 174 Parts of 2,4-tolylene diisocyanate was dissolved in 52 parts of methyl isobutyl ketone, and 87 parts of methyl ethyl ketoxime was added dropwise at 30° C. to give half-blocked tolylene diisocyanate having an isocyanate value of 241 and a solids content of 83%. Reaction SMILES: [CH3:1][C:2]1[C:3]([N:11]=[C:12]=[O:13])=[CH:4][C:5]([N:8]=[C:9]=[O:10])=[CH:6][CH:7]=1>C(C(C)=O)C(C)C.C(C(C)=NO)C>[CH3:1][C:2]1[C:3]([N:11]=[C:12]=[O:13])=[CH:4][C:5]([N:8]=[C:9]=[O:10])=[CH:6][CH:7]=1.[N-:8]=[C:9]=[O:10]. Product: CC=1C(=CC(=CC1)N=C=O)N=C=O (tolylene diisocyanate), [N-]=C=O (isocyanate), 241. Solvent: C(C(C)C)C(=O)C (methyl isobutyl ketone), C(C)C(=NO)C (methyl ethyl ketoxime). Reactants: CC=1C(=CC(=CC1)N=C=O)N=C=O (2,4-tolylene diisocyanate). The reactants are ClC1=C(C=C(C(=C1)OC(C)C(=O)OCC)[N+](=O)[O-])C=1C(N(C(=CC1)C(F)(F)F)C)=O (3-[2-chloro-4-(1-ethoxycarbonylethoxy)-5-nitrophenyl]-1-methyl-6-trifluoromethyl-2(1H)-pyridone), [Sn] (tin), Cl (hydrochloric acid). Solvent: C(C)O (ethanol), C(C)O (ethanol). Product: ClC1=CC2=C(NC(C(O2)C)=O)C=C1C=1C(N(C(=CC1)C(F)(F)F)C)=O (3-(7-chloro-2,3-dihydro-2-methyl-1,4-benzoxazin-3-on-6-yl)-6-trifluoromethyl-1-methyl-2(1H)-pyridone). The yield is 93.9%. As a reaction SMILES: [Cl:1][C:2]1[CH:7]=[C:6]([O:8][CH:9]([C:11](OCC)=[O:12])[CH3:10])[C:5]([N+:16]([O-])=O)=[CH:4][C:3]=1[C:19]1[C:20](=[O:30])[N:21]([CH3:29])[C:22]([C:25]([F:28])([F:27])[F:26])=[CH:23][CH:24]=1.[Sn].Cl>C(O)C>[Cl:1][C:2]1[C:3]([C:19]2[C:20](=[O:30])[N:21]([CH3:29])[C:22]([C:25]([F:26])([F:28])[F:27])=[CH:23][CH:24]=2)=[CH:4][C:5]2[NH:16][C:11](=[O:12])[CH:9]([CH3:10])[O:8][C:6]=2[CH:7]=1 |^3:30|. Reported procedure: To 10 ml of ethanol, 0.90 g (2.0 mmol) of 3-[2-chloro-4-(1-ethoxycarbonylethoxy)-5-nitrophenyl]-1-methyl-6-trifluoromethyl-2(1H)-pyridone and 1 g (8.5 mmol) of tin were added, and 2 ml of concentrated hydrochloric acid was added thereto with stirring at room temperature, followed by stirring for 1 hour. After completion of the reaction, excess ethanol was distilled off under reduced pressure, and the residue was neutralized with a saturated sodium hydrogencarbonate aqueous solution and then extr... The reactants are [Cl-].[NH4+] (ammonium chloride), BrC1=CC=2C3(C4=CC(=CC=C4OC2C=C1)OC)N=C(OC3)N (2′-bromo-7′-methoxyspiro[1,3-oxazole-4,9′-xanthen]-2-amine), ClC=1C=CC(=NC1)C(=O)N (5-chloropicolinamide), C([O-])([O-])=O.[Cs+].[Cs+] (cesium carbonate), CNCCNC (N1,N2-dimethylethane-1,2-diamine), ( g ). Reagents/catalysts: [Cu]I (copper(I) iodide). Solvent: C(Cl)Cl (DCM), O1CCOCC1 (dioxane). Yields the product NC=1OC[C@@]2(C3=CC(=CC=C3OC=3C=CC(=CC23)NC(=O)C2=NC=C(C=C2)Cl)OC)N1 (N-((4R)-2-amino-7′-methoxyspiro[1,3-oxazole-4,9′-xanthen]-2′-yl)-5-chloro-2-pyridinecarboxamide). As a reaction SMILES: Br[C:2]1[CH:15]=[CH:14][C:13]2[O:12][C:11]3[C:6](=[CH:7][C:8]([O:16][CH3:17])=[CH:9][CH:10]=3)[C:5]3([CH2:21][O:20][C:19]([NH2:22])=[N:18]3)[C:4]=2[CH:3]=1.[Cl:23][C:24]1[CH:25]=[CH:26][C:27]([C:30]([NH2:32])=[O:31])=[N:28][CH:29]=1.C(=O)([O-])[O-].[Cs+].[Cs+].CNCCNC.[Cl-].[NH4+]>[Cu]I.C(Cl)Cl.O1CCOCC1>[NH2:22][C:19]1[O:20][CH2:21][C@@:5]2([N:18]=1)[C:4]1[CH:3]=[C:2]([NH:32][C:30]([C:27]3[CH:26]=[CH:25][C:24]([Cl:23])=[CH:29][N:28]=3)=[O:31])[CH:15]=[CH:14][C:13]=1[O:12][C:11]1[C:6]2=[CH:7][C:8]([O:16][CH3:17])=[CH:9][CH:10]=1 |f:2.3.4,6.7|. Reported procedure: A vial was charged with 2′-bromo-7′-methoxyspiro[1,3-oxazole-4,9′-xanthen]-2-amine (90.0 mg, 249 μmol), 5-chloropicolinamide (59 mg, 374 μmol), cesium carbonate (244 mg, 748 μmol), copper(I) iodide (47 mg, 249 μmol), dioxane (2 mL), and N1,N2-dimethylethane-1,2-diamine (27 μl, 249 μmol). The vial was sealed under a blanket of Ar (g) and placed in a 110° C. oil bath for 5 days. The reaction mixture was then poured into a mixture of ammonium chloride solution (10 mL) and DCM (10 mL). The layers we... Starting materials: ClC1=C2C=CC(=NC2=NC=C1)C(F)(F)F (5-Chloro-2-trifluoromethyl[1,8]naphthyridine), CC1(COB(OC1)C=1C=C(C=CC1)C=1N=NN(N1)C)C (5-[3-(5,5-dimethyl-[1,3,2]dioxaborinan-2-yl)phenyl]-2-methyl-2H-tetrazole). The product is CN1N=C(N=N1)C=1C=C(C=CC1)C1=C2C=CC(=NC2=NC=C1)C(F)(F)F (5-[3-(2-methyl-2H-tetrazol-5-yl)phenyl]-2-trifluoromethyl[1,8]naphthyridine). Yield: 6.4%. As a reaction SMILES: Cl[C:2]1[CH:11]=[CH:10][N:9]=[C:8]2[C:3]=1[CH:4]=[CH:5][C:6]([C:12]([F:15])([F:14])[F:13])=[N:7]2.CC1(C)COB([C:23]2[CH:24]=[C:25]([C:29]3[N:30]=[N:31][N:32]([CH3:34])[N:33]=3)[CH:26]=[CH:27][CH:28]=2)OC1>>[CH3:34][N:32]1[N:31]=[N:30][C:29]([C:25]2[CH:26]=[C:27]([C:2]3[CH:11]=[CH:10][N:9]=[C:8]4[C:3]=3[CH:4]=[CH:5][C:6]([C:12]([F:15])([F:14])[F:13])=[N:7]4)[CH:28]=[CH:23][CH:24]=2)=[N:33]1. Reported procedure: 5-Chloro-2-trifluoromethyl[1,8]naphthyridine (50 mg, 0.22 mmol) was coupled to 5-[3-(5,5-dimethyl-[1,3,2]dioxaborinan-2-yl)phenyl]-2-methyl-2H-tetrazole (76 mg, 0.28 mmol) as described in Example 7 part g), affording 5-[3-(2-methyl-2H-tetrazol-5-yl)phenyl]-2-trifluoromethyl[1,8]naphthyridine (5 mg, 7%). δH (360 MHz, CDCl3) 4.43 (3H, s), 7.59-7.65 (2H, m), 7.73 (1H, t, J 7.7), 7.83 (1H, d, J 8.4), 8.29 (1H, s), 8.34 (1H, d, J 7.4), 8.56 (1H, d, J 8.1), 9.30 (1H, d, J 3.9). m/z (ES+) 357 [MH]+.